Dataset: the Open Reaction Database (ORD), a public repository of structured organic reaction records. Task: describe an organic reaction: reactants, conditions, products, and yield The reactants are [N+](=O)([O-])C1=C(C(=O)O)C=CC(=C1)C(F)(F)F (2-nitro-4-trifluoromethylbenzoic acid), C(C)(OC)(OC)OC (trimethyl orthoacetate). The solvent is C1(=CC=CC=C1)C (toluene). Run at temperature 80 celsius. Yields the product [N+](=O)([O-])C1=C(C(=O)OC)C=CC(=C1)C(F)(F)F (Methyl 2-nitro-4-(trifluoromethyl)benzoate). RXN SMILES: [N+:1]([C:4]1[CH:12]=[C:11]([C:13]([F:16])([F:15])[F:14])[CH:10]=[CH:9][C:5]=1[C:6]([OH:8])=[O:7])([O-:3])=[O:2].[C:17](OC)(OC)(OC)C>C1(C)C=CC=CC=1>[N+:1]([C:4]1[CH:12]=[C:11]([C:13]([F:14])([F:15])[F:16])[CH:10]=[CH:9][C:5]=1[C:6]([O:8][CH3:17])=[O:7])([O-:3])=[O:2]. Procedure details: A mixture of 2-nitro-4-trifluoromethylbenzoic acid (23.5 g, 0.10 mol), trimethyl orthoacetate (60.1 g, 0.50 mol) and toluene (60 ml) was heated at 80° C. for 16 h. The reaction mixture was concentrated in vacuo. Toluene was added and concentrated again to remove excess reagent. The residue was purified by column chromatography on silica gel with a 1-10% ethyl acetate/n-hexane gradient mixture to give 24.9 g (0.50 mol 100%) of the title compound as a colorless oil.